This data is from the Open Reaction Database (ORD), a public repository of structured organic reaction records. The task is: describe an organic reaction: reactants, conditions, products, and yield Starting materials: C(C)OC(C(CC1=C(C=C(C=C1)OC(C1=C(N=C(S1)C1=CC=C(C=C1)C(F)(F)F)C)C1CC1)C)OCC)=O (3-(4-{cyclopropyl-[4-methyl-2-(4-trifluoromethyl-phenyl)-thiazol-5-yl]-methoxy}-2-methyl-phenyl)-2-ethoxy-propionic acid ethyl ester), [Li+].[OH-] (LiOH). The product is C1(CC1)C(OC1=CC(=C(C=C1)CC(C(=O)O)OCC)C)C1=C(N=C(S1)C1=CC=C(C=C1)C(F)(F)F)C (3-(4-{cyclopropyl-[4-methyl-2-(4-trifluoromethyl-phenyl)-thiazol-5-yl]-methoxy}-2-methyl-phenyl)-2-ethoxy-propionic acid). RXN SMILES: C([O:3][C:4](=[O:38])[CH:5]([O:35][CH2:36][CH3:37])[CH2:6][C:7]1[CH:12]=[CH:11][C:10]([O:13][CH:14]([CH:31]2[CH2:33][CH2:32]2)[C:15]2[S:19][C:18]([C:20]3[CH:25]=[CH:24][C:23]([C:26]([F:29])([F:28])[F:27])=[CH:22][CH:21]=3)=[N:17][C:16]=2[CH3:30])=[CH:9][C:8]=1[CH3:34])C.[Li+].[OH-]>>[CH:31]1([CH:14]([C:15]2[S:19][C:18]([C:20]3[CH:25]=[CH:24][C:23]([C:26]([F:28])([F:29])[F:27])=[CH:22][CH:21]=3)=[N:17][C:16]=2[CH3:30])[O:13][C:10]2[CH:11]=[CH:12][C:7]([CH2:6][CH:5]([O:35][CH2:36][CH3:37])[C:4]([OH:38])=[O:3])=[C:8]([CH3:34])[CH:9]=2)[CH2:33][CH2:32]1 |f:1.2|. Reported procedure: In analogy to the procedure described in example 10 d], 3-(4-{cyclopropyl-[4-methyl-2-(4-trifluoromethyl-phenyl)-thiazol-5-yl]-methoxy}-2-methyl-phenyl)-2-ethoxy-propionic acid ethyl ester (mixture of two diastereomeric racemates) was treated with LiOH to obtain 3-(4-{cyclopropyl-[4-methyl-2-(4-trifluoromethyl-phenyl)-thiazol-5-yl]-methoxy}-2-methyl-phenyl)-2-ethoxy-propionic acid as a mixture of two diastereomeric racemates as colorless solid. Reactants: [Al+3], Cl, Cl, O=C(CCCN1CCNCC1)c1c[nH]c2ccc(F)cc12, [H-], [H-], [H-], [H-], [Li+], C1CCOC1. The product is Fc1ccc2[nH]cc(CCCCN3CCNCC3)c2c1. Reaction SMILES: [Al+3:25].[ClH:1].[ClH:2].[F:3][c:4]1[cH:5][c:6]2[c:7]([C:13]([CH2:14][CH2:15][CH2:16][N:17]3[CH2:18][CH2:19][NH:20][CH2:21][CH2:22]3)=[O:23])[cH:8][nH:9][c:10]2[cH:11][cH:12]1.[H-:24].[H-:27].[H-:28].[H-:29].[Li+:26].[O:30]1[CH2:31][CH2:32][CH2:33][CH2:34]1>>[F:3][c:4]1[cH:5][c:6]2[c:7]([CH2:13][CH2:14][CH2:15][CH2:16][N:17]3[CH2:18][CH2:19][NH:20][CH2:21][CH2:22]3)[cH:8][nH:9][c:10]2[cH:11][cH:12]1.